Dataset: the Open Reaction Database (ORD), a public repository of structured organic reaction records. Task: describe an organic reaction: reactants, conditions, products, and yield The reactants are C(C)N1NC(=CC1=O)C=1C=C(C#N)C=CC1 (3-(1-ethyl-5-oxo-2,5-dihydro-1H-pyrazol-3-yl)benzonitrile), FC1=CC=C(C=O)C=C1 (4-fluorobenzaldehyde). Yields the product C(C)N1N=C(C=C1OC1=CC=C(C=C1)C=O)C=1C=C(C#N)C=CC1 (3-[1-ethyl-5-(4-formylphenoxy)-1H-pyrazol-3-yl]benzonitrile). RXN SMILES: [CH2:1]([N:3]1[C:7](=[O:8])[CH:6]=[C:5]([C:9]2[CH:10]=[C:11]([CH:14]=[CH:15][CH:16]=2)[C:12]#[N:13])[NH:4]1)[CH3:2].F[C:18]1[CH:25]=[CH:24][C:21]([CH:22]=[O:23])=[CH:20][CH:19]=1>>[CH2:1]([N:3]1[C:7]([O:8][C:18]2[CH:25]=[CH:24][C:21]([CH:22]=[O:23])=[CH:20][CH:19]=2)=[CH:6][C:5]([C:9]2[CH:10]=[C:11]([CH:14]=[CH:15][CH:16]=2)[C:12]#[N:13])=[N:4]1)[CH3:2]. Procedure: 3-[1-ethyl-5-(4-formylphenoxy)-1H-pyrazol-3-yl]benzonitrile was prepared from 3-(1-ethyl-5-oxo-2,5-dihydro-1H-pyrazol-3-yl)benzonitrile and 4-fluorobenzaldehyde with a procedure similar to Example 1, Step 3. Calc'd (M+1) 318.1. Found: 318.0 Reactants: [H-].[Na+] (sodium hydride), CNC1=NC=CC=C1 (2-(methylamino)pyridine), ClCC1=NC2=C(N1C)C=CC=C2 (2-(chloromethyl)-1-methyl-1H-benzimidazole). Solvent: O1CCCC1 (tetrahydrofuran). Product: CN(C1=NC=CC=C1)CC1=NC2=C(N1C)C=CC=C2 (N-Methyl-N-[(1-methyl-1H-benzimidazol-2-yl)methyl]pyridin-2-amine). As a reaction SMILES: [CH3:1][NH:2][C:3]1[CH:8]=[CH:7][CH:6]=[CH:5][N:4]=1.[H-].[Na+].Cl[CH2:12][C:13]1[N:17]([CH3:18])[C:16]2[CH:19]=[CH:20][CH:21]=[CH:22][C:15]=2[N:14]=1>O1CCCC1>[CH3:1][N:2]([CH2:12][C:13]1[N:17]([CH3:18])[C:16]2[CH:19]=[CH:20][CH:21]=[CH:22][C:15]=2[N:14]=1)[C:3]1[CH:8]=[CH:7][CH:6]=[CH:5][N:4]=1 |f:1.2|. Procedure: To a flask were added 0.6 g 2-(methylamino)pyridine and 20 ml tetrahydrofuran, and the mixture was cooled to 5 C. To this mixture were added 0.26 g of 60% sodium hydride in mineral oil in small portions, and after stirring at 5-10 C for ten minutes, 1.0 g of 2-(chloromethyl)-1-methyl-1H-benzimidazole was added. The reaction mixture was heated to 45 C for 16 hours, then cooled to 22 C and quenched with 40 ml water. The product was extracted with 40 ml ethyl acetate and following removal of the so... Starting materials: BrCC1CC=CCC1 (bromomethylcyclohex-3-ene), C(C)OP(=O)C(C)(OCC)OCC (1,1-diethoxyethylphosphinic acid ethyl ester), C(C)OP(=O)(CC1CC=CCC1)C[C@H](CCl)O (3-chloro-2(R)-hydroxy-propyl-(cyclohex-3-enylmethyl)phosphinic acid ethyl ester), [OH-].[Li+] (lithium hydroxide), C(C)OP(=O)(CC1CC=CCC1)C[C@H](C)O (2(S)-hydroxy-propyl-(cyclohex-3-enylmethyl)-phosphinic acid ethyl ester), ClC=1C=C(C=CC1Cl)[C@H](C)N (1(S)-(3,4-dichlorophenyl)ethylamine). The solvent is O (water), C(C)O (ethanol). Yields the product ClC=1C=C(C=CC1Cl)[C@H](C)NC[C@@H](CP(O)(=O)CC1CC=CCC1)O (3-{N-[1(S)-(3,4-dichlorophenyl)ethyl]amino}-2(S)-hydroxy-propyl-(cyclohex-3-enylmethyl)-phosphinic acid). RXN SMILES: [OH-].[Li+].C([O:5][P:6]([CH2:15][C@@H:16]([OH:18])[CH3:17])([CH2:8][CH:9]1[CH2:14][CH2:13][CH:12]=[CH:11][CH2:10]1)=[O:7])C.BrCC1CCC=CC1.C(OP(C(OCC)(OCC)C)=O)C.C(OP(C[C@@H](O)CCl)(CC1CCC=CC1)=O)C.[Cl:57][C:58]1[CH:59]=[C:60]([C@@H:65]([NH2:67])[CH3:66])[CH:61]=[CH:62][C:63]=1[Cl:64]>O.C(O)C>[Cl:57][C:58]1[CH:59]=[C:60]([C@@H:65]([NH:67][CH2:17][C@H:16]([OH:18])[CH2:15][P:6]([CH2:8][CH:9]2[CH2:14][CH2:13][CH:12]=[CH:11][CH2:10]2)(=[O:7])[OH:5])[CH3:66])[CH:61]=[CH:62][C:63]=1[Cl:64] |f:0.1|. Procedure details: A solution of 0.13 g of lithium hydroxide in 3 ml of water is added to a solution in 5 ml of ethanol of 1.1 g of 3-{N-1(S)-(3,4-dichlorophenyl)ethyl]amino}-2(S)-hydroxy-propyl-(cyclohex-3-enylmethyl)-phosphinic acid ethyl ester [obtainable as described in Example 2 starting from bromomethylcyclohex-3-ene and 1,1-diethoxyethylphosphinic acid ethyl ester via 3-chloro-2(R)-hydroxy-propyl-(cyclohex-3-enylmethyl)phosphinic acid ethyl ester and further reaction thereof with 1(S)-(3,4-dichlorophenyl)et... Product: C1(=CC=CC=C1)C=1N=C(OC1C1=CC=CC=C1)C1=C(C2CCC1C2)CC=2C=C(C(=O)O)C=CC2 (3-{[3-(4,5-diphenyloxazol-2-yl)bicyclo[2.2.1]hept-2-en-2-yl]methyl}-benzoic acid). The reactants are C1(=CC=CC=C1)C=1N=C(OC1C1=CC=CC=C1)C1=C(C2CCC1C2)CC=2C=C(C(=O)OC)C=CC2 (methyl 3-{[3-(4,5-diphenyloxazol-2-yl)bicyclo[2.2.1]hept-2-en-2-yl]methyl}benzoate), [OH-].[Na+] (NaOH). Run at time 5 minute. Reported procedure: To a solution of methyl 3-{[3-(4,5-diphenyloxazol-2-yl)bicyclo[2.2.1]hept-2-en-2-yl]methyl}benzoate (1.0 g) in a mixture of methanol (10 ml) and THF (10 ml) was added 1N-NaOH solution (11 ml). After being stirred for 5 minutes, the solvent was removed in vacuo. The residue was dissolved in a mixture of ethyl acetate and 1N-HCl solution. The organic layer was washed with brine and dried over MgSO4. The solution was evaporated in vacuo to give 3-{[3-(4,5-diphenyloxazol-2-yl)bicyclo[2.2.1]hept-2-en... Reaction SMILES: [C:1]1([C:7]2[N:8]=[C:9]([C:18]3[CH:23]4[CH2:24][CH:20]([CH2:21][CH2:22]4)[C:19]=3[CH2:25][C:26]3[CH:27]=[C:28]([CH:33]=[CH:34][CH:35]=3)[C:29]([O:31]C)=[O:30])[O:10][C:11]=2[C:12]2[CH:17]=[CH:16][CH:15]=[CH:14][CH:13]=2)[CH:6]=[CH:5][CH:4]=[CH:3][CH:2]=1.[OH-].[Na+]>CO.C1COCC1>[C:1]1([C:7]2[N:8]=[C:9]([C:18]3[CH:23]4[CH2:24][CH:20]([CH2:21][CH2:22]4)[C:19]=3[CH2:25][C:26]3[CH:27]=[C:28]([CH:33]=[CH:34][CH:35]=3)[C:29]([OH:31])=[O:30])[O:10][C:11]=2[C:12]2[CH:13]=[CH:14][CH:15]=[CH:16][CH:17]=2)[CH:2]=[CH:3][CH:4]=[CH:5][CH:6]=1 |f:1.2|. Yield: 103.1%. The solvent is CO (methanol), C1CCOC1 (THF). The reactants are ClC1=C(C(=O)NC(C(=O)OC)CC=2C=C3C=CC(=NC3=CC2)C2=C(C=CC=C2Cl)Cl)C(=CC=C1)Cl (methyl 2-[(2,6-dichlorobenzoyl)amino]-3-[2-(2,6-dichlorophenyl)-6-quinolinyl]propanoate), ClC1=C(C(=CC=C1)Cl)C1=NC2=CC=C(C=C2C=C1)CC(C(=O)OC)NC(=O)[C@H]1N(CCCC1)S(=O)(=O)C1=CC=C(C=C1)C (methyl 3-[2-(2,6-dichlorophenyl)-6-quinolinyl]-2-[({(2S)-1-[(4-methylphenyl)sulfonyl]piperidinyl}carbonyl)amino]propanoate), ClC1=C(C(=CC=C1)Cl)C1=NC2=CC=C(C=C2C=C1)CC(C(=O)O)NC(=O)[C@H]1N(CCCC1)S(=O)(=O)C1=CC=C(C=C1)C (3-[2-(2,6-dichlorophenyl)-6-quinolinyl]-2-[({(2S)-1-[(4-methylphenyl)sulfonyl]piperidinyl}carbonyl)amino]propanoic acid). The product is ClC1=C(C(=CC=C1)Cl)C(OCC)=NC(C(=O)O)CC=1C=C2C=CC(=NC2=CC1)C1=C(C=CC=C1Cl)Cl (2-{[(2,6-dichlorophenyl)(ethoxy)methylene]amino}-3-[2-(2,6-dichlorophenyl)-6-quinolinyl]propanoic acid). RXN SMILES: [Cl:1][C:2]1[CH:34]=[CH:33][CH:32]=[C:31]([Cl:35])[C:3]=1[C:4]([NH:6][CH:7]([CH2:12][C:13]1[CH:14]=[C:15]2[C:20](=[CH:21][CH:22]=1)[N:19]=[C:18]([C:23]1[C:28]([Cl:29])=[CH:27][CH:26]=[CH:25][C:24]=1[Cl:30])[CH:17]=[CH:16]2)[C:8]([O:10]C)=[O:9])=[O:5].Cl[C:37]1C=CC=C(Cl)[C:38]=1C1C=CC2C(=CC=C(CC(NC([C@@H]3CCCCN3S(C3C=CC(C)=CC=3)(=O)=O)=O)C(OC)=O)C=2)N=1.ClC1C=CC=C(Cl)C=1C1C=CC2C(=CC=C(CC(NC([C@@H]3CCCCN3S(C3C=CC(C)=CC=3)(=O)=O)=O)C(O)=O)C=2)N=1>>[Cl:35][C:31]1[CH:32]=[CH:33][CH:34]=[C:2]([Cl:1])[C:3]=1[C:4](=[N:6][CH:7]([CH2:12][C:13]1[CH:14]=[C:15]2[C:20](=[CH:21][CH:22]=1)[N:19]=[C:18]([C:23]1[C:24]([Cl:30])=[CH:25][CH:26]=[CH:27][C:28]=1[Cl:29])[CH:17]=[CH:16]2)[C:8]([OH:10])=[O:9])[O:5][CH2:37][CH3:38]. Procedure: Compound 64 is synthesized according to Chem. Pharm. Bull. (1984), 32, (11), 4466-4477 starting from compound 35 followed by basic hydrolysis, as described for the transformation of compound 46 into compound 90. Solvent: COCCOC (DME). RXN SMILES: [Si:1]([O:8][CH2:9][C@H:10]1[N:15]([C:16]([O:18][C:19]([CH3:22])([CH3:21])[CH3:20])=[O:17])[CH2:14][C@@H:13]([CH:23]=O)[O:12][CH2:11]1)([C:4]([CH3:7])([CH3:6])[CH3:5])([CH3:3])[CH3:2].[Br-].[N+:26]([C:29]1[CH:54]=[CH:53][CH:52]=[CH:51][C:30]=1[CH2:31][P+](C1C=CC=CC=1)(C1C=CC=CC=1)C1C=CC=CC=1)([O-:28])=[O:27].C(=O)([O-])[O-].[K+].[K+]>COCCOC>[Si:1]([O:8][CH2:9][C@H:10]1[N:15]([C:16]([O:18][C:19]([CH3:21])([CH3:22])[CH3:20])=[O:17])[CH2:14][C@@H:13](/[CH:23]=[CH:31]/[C:30]2[CH:51]=[CH:52][CH:53]=[CH:54][C:29]=2[N+:26]([O-:28])=[O:27])[O:12][CH2:11]1)([C:4]([CH3:7])([CH3:6])[CH3:5])([CH3:3])[CH3:2] |f:1.2,3.4.5|. Reported procedure: To tert-butyl (2S,5S)-5-({[tert-butyl(dimethyl)silyl]oxy}methyl)-2-formylmorpholine-4-carboxylate (1 eq.) in DME (0.2 M) at rt were added (2-nitrobenzyl)(triphenyl)phosphonium bromide (1.1 eq.), potassium carbonate (2 eq.) and 18-C-6 (0.1 eq.). The reaction mixture was stirred at rt for 12 hrs, filtered on celite and the filtrate was concentrated under reduced pressure. The crude product was purified by automated SiO2 flash chromatography system using solvent gradient of 10% to 60% EtOAc/Hex to ... Reactants: [Si](C)(C)(C(C)(C)C)OC[C@@H]1CO[C@@H](CN1C(=O)OC(C)(C)C)C=O (tert-butyl (2S,5S)-5-({[tert-butyl(dimethyl)silyl]oxy}methyl)-2-formylmorpholine-4-carboxylate), [Br-].[N+](=O)([O-])C1=C(C[P+](C2=CC=CC=C2)(C2=CC=CC=C2)C2=CC=CC=C2)C=CC=C1 ((2-nitrobenzyl)(triphenyl)phosphonium bromide), C([O-])([O-])=O.[K+].[K+] (potassium carbonate). Conditions: time 12 hour. Yields the product [Si](C)(C)(C(C)(C)C)OC[C@@H]1CO[C@@H](CN1C(=O)OC(C)(C)C)\C=C\C1=C(C=CC=C1)[N+](=O)[O-] (tert-butyl (2R,5S)-5-({[tert-butyl(dimethyl)silyl]oxy}methyl)-2-[(E)-2-(2-nitrophenyl)ethenyl]morpholine-4-carboxylate). Starting materials: COC1=CC=C(CS[C@H]2C[C@H](N(C2)C(=O)OCC2=CC=C(C=C2)[N+](=O)[O-])C(=O)O)C=C1 ((2S,4S)-4-(4-methoxybenzylthio)-1-(4-nitrobenzyloxycarbonyl)-2-pyrrolidinecarboxylic acid), N,N'-carbonyldiimidazole, [N+](=O)([O-])C1=CC=C(COC(=O)C2N(CCNC2)C(=O)OCC2=CC=C(C=C2)[N+](=O)[O-])C=C1 (2-(4-nitrobenzyloxycarbonyl)-1-(4-nitrobenzyloxycarbonyl)piperazine). The product is S[C@H]1C[C@H](N(C1)C(=O)OCC1=CC=C(C=C1)[N+](=O)[O-])C(=O)N1CC(N(CC1)C(=O)OCC1=CC=C(C=C1)[N+](=O)[O-])C(=O)OCC1=CC=C(C=C1)[N+](=O)[O-] ((2S,4S)-4-Mercapto-2-[3-(4-nitrobenzyloxycarbonyl)-4-(4-nitrobenzyloxycarbonyl)-1-piperazinylcarbonyl]-1-(4-nitrobenzyloxycarbonyl)pyrrolidine). Isolated yield 34.1%. Reaction SMILES: COC1C=CC(C[S:8][C@@H:9]2[CH2:13][N:12]([C:14]([O:16][CH2:17][C:18]3[CH:23]=[CH:22][C:21]([N+:24]([O-:26])=[O:25])=[CH:20][CH:19]=3)=[O:15])[C@H:11]([C:27]([OH:29])=O)[CH2:10]2)=CC=1.[N+:32]([C:35]1[CH:63]=[CH:62][C:38]([CH2:39][O:40][C:41]([CH:43]2[CH2:48][NH:47][CH2:46][CH2:45][N:44]2[C:49]([O:51][CH2:52][C:53]2[CH:58]=[CH:57][C:56]([N+:59]([O-:61])=[O:60])=[CH:55][CH:54]=2)=[O:50])=[O:42])=[CH:37][CH:36]=1)([O-:34])=[O:33]>>[SH:8][C@@H:9]1[CH2:13][N:12]([C:14]([O:16][CH2:17][C:18]2[CH:19]=[CH:20][C:21]([N+:24]([O-:26])=[O:25])=[CH:22][CH:23]=2)=[O:15])[C@H:11]([C:27]([N:47]2[CH2:46][CH2:45][N:44]([C:49]([O:51][CH2:52][C:53]3[CH:54]=[CH:55][C:56]([N+:59]([O-:61])=[O:60])=[CH:57][CH:58]=3)=[O:50])[CH:43]([C:41]([O:40][CH2:39][C:38]3[CH:62]=[CH:63][C:35]([N+:32]([O-:34])=[O:33])=[CH:36][CH:37]=3)=[O:42])[CH2:48]2)=[O:29])[CH2:10]1. Procedure details: Following a procedure similar to that described in Preparation 8, but using 0.47 g of (2S,4S)-4-(4-methoxybenzylthio)-1-(4-nitrobenzyloxycarbonyl)-2-pyrrolidinecarboxylic acid, 0.20 g of N,N'-carbonyldiimidazole and 0.70 g of 2-(4-nitrobenzyloxycarbonyl)-1-(4-nitrobenzyloxycarbonyl)piperazine, 270 mg of the title compound were obtained as an amorphous solid. Reactants: O=C1CCC(=O)N1Br, COc1ccc(CNc2cnc(-c3ccc(OC(F)(F)F)cc3OC)c(OC)n2)cc1, ClC(Cl)Cl. The product is COc1ccc(CNc2nc(OC)c(-c3ccc(OC(F)(F)F)cc3OC)nc2Br)cc1. RXN SMILES: [Br:32][N:33]1[C:34](=[O:35])[CH2:36][CH2:37][C:38]1=[O:39].[CH3:1][O:2][c:3]1[c:4](-[c:19]2[c:20]([O:30][CH3:31])[cH:21][c:22]([O:25][C:26]([F:27])([F:28])[F:29])[cH:23][cH:24]2)[n:5][cH:6][c:7]([NH:9][CH2:10][c:11]2[cH:12][cH:13][c:14]([O:17][CH3:18])[cH:15][cH:16]2)[n:8]1.[CH:40]([Cl:41])([Cl:42])[Cl:43]>>[CH3:1][O:2][c:3]1[c:4](-[c:19]2[c:20]([O:30][CH3:31])[cH:21][c:22]([O:25][C:26]([F:27])([F:28])[F:29])[cH:23][cH:24]2)[n:5][c:6]([Br:32])[c:7]([NH:9][CH2:10][c:11]2[cH:12][cH:13][c:14]([O:17][CH3:18])[cH:15][cH:16]2)[n:8]1. Starting materials: CO, COC(C1=CN(C)CS1)c1ccccc1C=O, Cl, Cl, NO, c1ccncc1. Product: COC(C1=CN(C)CS1)c1ccccc1C=NO. Reaction SMILES: [CH3:28][OH:29].[CH:1](=[O:2])[c:3]1[c:4]([CH:5]([O:6][CH3:7])[C:8]2=[CH:9][N:10]([CH3:13])[CH2:11][S:12]2)[cH:14][cH:15][cH:16][cH:17]1.[ClH:18].[ClH:27].[NH2:19][OH:20].[cH:21]1[cH:22][cH:23][n:24][cH:25][cH:26]1>>[CH:1]([c:3]1[c:4]([CH:5]([O:6][CH3:7])[C:8]2=[CH:9][N:10]([CH3:13])[CH2:11][S:12]2)[cH:14][cH:15][cH:16][cH:17]1)=[N:19][OH:20]. The reactants are ClC(Cl)(Cl)Cl, CCOC(=O)c1oc2cccc(O)c2c1C, O=C1CCC(=O)N1Cl. The product is CCOC(=O)c1oc2ccc(Cl)c(O)c2c1C. As a reaction SMILES: [C:25]([Cl:26])([Cl:27])([Cl:28])[Cl:29].[CH2:1]([CH3:2])[O:3][C:4](=[O:5])[c:6]1[o:7][c:8]2[c:9]([c:10]1[CH3:11])[c:12]([OH:16])[cH:13][cH:14][cH:15]2.[Cl:17][N:18]1[C:19](=[O:20])[CH2:21][CH2:22][C:23]1=[O:24]>>[CH2:1]([CH3:2])[O:3][C:4](=[O:5])[c:6]1[o:7][c:8]2[c:9]([c:10]1[CH3:11])[c:12]([OH:16])[c:13]([Cl:17])[cH:14][cH:15]2.